This data is from the Open Reaction Database (ORD), a public repository of structured organic reaction records. The task is: describe an organic reaction: reactants, conditions, products, and yield The reactants are ClC1=NC(=CC2=C1N(C(=N2)N2[C@H]1[C@H](OCC2)CCC1)CC1=CC=C(C=C1)C(F)(F)F)Cl (4,6-dichloro-2-[(trans)-hexahydrocyclopenta[b][1,4]oxazin-4(4aH)-yl]-3-[4-(trifluoromethyl)benzyl]-3H-imidazo[4,5-c]pyridine), ClC=1C=C(C=NC1)B(O)O (5-chloropyridine-3-boronic acid), C([O-])([O-])=O.[Cs+].[Cs+] (cesium carbonate). Reagents/catalysts: [Pd](Cl)Cl.C1(=CC=CC=C1)P([C-]1C=CC=C1)C1=CC=CC=C1.[C-]1(C=CC=C1)P(C1=CC=CC=C1)C1=CC=CC=C1.[Fe+2] (1,1′-Bis(diphenylphosphino) ferrocene-palladium(II)dichloride). Reaction conditions: temperature 90 celsius. Product: ClC1=CC2=C(C(=N1)C=1C=NC=C(C1)Cl)N(C(=N2)N2[C@H]1[C@H](OCC2)CCC1)CC1=CC=C(C=C1)C(F)(F)F (6-chloro-4-(5-chloropyridin-3-yl)-2-[(trans)-hexahydrocyclopenta[b][1,4]oxazin-4(4aH)-yl]-3-[4-(trifluoromethyl)benzyl]-3H-imidazo[4,5-c]pyridine). Reaction SMILES: Cl[C:2]1[C:7]2[N:8]([CH2:20][C:21]3[CH:26]=[CH:25][C:24]([C:27]([F:30])([F:29])[F:28])=[CH:23][CH:22]=3)[C:9]([N:11]3[CH2:16][CH2:15][O:14][C@@H:13]4[CH2:17][CH2:18][CH2:19][C@@H:12]34)=[N:10][C:6]=2[CH:5]=[C:4]([Cl:31])[N:3]=1.[Cl:32][C:33]1[CH:34]=[C:35](B(O)O)[CH:36]=[N:37][CH:38]=1.C(=O)([O-])[O-].[Cs+].[Cs+]>[Pd](Cl)Cl.C1(P(C2C=CC=CC=2)[C-]2C=CC=C2)C=CC=CC=1.[C-]1(P(C2C=CC=CC=2)C2C=CC=CC=2)C=CC=C1.[Fe+2]>[Cl:31][C:4]1[N:3]=[C:2]([C:35]2[CH:36]=[N:37][CH:38]=[C:33]([Cl:32])[CH:34]=2)[C:7]2[N:8]([CH2:20][C:21]3[CH:22]=[CH:23][C:24]([C:27]([F:29])([F:28])[F:30])=[CH:25][CH:26]=3)[C:9]([N:11]3[CH2:16][CH2:15][O:14][C@@H:13]4[CH2:17][CH2:18][CH2:19][C@@H:12]34)=[N:10][C:6]=2[CH:5]=1 |f:2.3.4,5.6.7.8|. Procedure: 4,6-dichloro-2-[(trans)-hexahydrocyclopenta[b][1,4]oxazin-4(4aH)-yl]-3-[4-(trifluoromethyl)benzyl]-3H-imidazo[4,5-c]pyridine (racemate, 180 mg, 0.38 mmol), 5-chloropyridine-3-boronic acid (65.7 mg, 0.42 mmol), cesium carbonate (617 mg, 1.9 mmol), and 1,1′-Bis(diphenylphosphino) ferrocene-palladium(II)dichloride (46.3 mg, 0.076 mmol) were combined in a vial that had been oven-dried and flushed with nitrogen. Dioxane (75 mL) was added, and the vial was sealed and heated to 90° C. for 4 hours. The ... Procedure: FIG. 1 is a diagram of the invented process using sodium hydroxide and ammonium hydroxide. Terephthalic acid, sodium hydroxide and ammonium hydroxide are metered into reservoir 1 by lines 2, 3 and 4 in ratios of one mole per mole at the beginning of the electrochemical reduction process to form sodium ammonium terephthalate. Added ammonium hydroxide is used as a buffer to raise the pH from approximately 7 to within the range of from about 8.0 to about 11.0. The sodium ammonium salt solution is t... As a reaction SMILES: [OH-].[Na+:2].[OH-].[NH4+:4].[C:5]([OH:16])(=[O:15])[C:6]1[CH:14]=[CH:13][C:9]([C:10]([OH:12])=[O:11])=[CH:8][CH:7]=1>>[C:5]([O-:16])(=[O:15])[C:6]1[CH:14]=[CH:13][C:9]([C:10]([O-:12])=[O:11])=[CH:8][CH:7]=1.[NH4+:4].[Na+:2] |f:0.1,2.3,5.6.7|. The product is C(C1=CC=C(C(=O)[O-])C=C1)(=O)[O-].[NH4+].[Na+] (sodium ammonium terephthalate). The reactants are [OH-].[Na+] (sodium hydroxide), [OH-].[Na+] (sodium hydroxide), [OH-].[NH4+] (ammonium hydroxide), [OH-].[NH4+] (ammonium hydroxide), C(C1=CC=C(C(=O)O)C=C1)(=O)O (Terephthalic acid). Reactants: CCCCc1ncc(C=C(Cc2cccs2)C(=O)O)n1Cc1ccccc1[N+](=O)[O-], [NH4+], [OH-], O=S(Cl)Cl. The product is CCCCc1ncc(C=C(Cc2cccs2)C(N)=O)n1Cc1ccccc1[N+](=O)[O-]. RXN SMILES: [CH2:1]([CH2:2][CH2:3][CH3:4])[c:5]1[n:6]([CH2:21][c:22]2[c:23]([N+:28](=[O:29])[O-:30])[cH:24][cH:25][cH:26][cH:27]2)[c:7]([CH:10]=[C:11]([C:12](=[O:13])[OH:14])[CH2:15][c:16]2[s:17][cH:18][cH:19][cH:20]2)[cH:8][n:9]1.[NH4+:35].[OH-:36].[S:31]([Cl:32])([Cl:33])=[O:34]>>[CH2:1]([CH2:2][CH2:3][CH3:4])[c:5]1[n:6]([CH2:21][c:22]2[c:23]([N+:28](=[O:29])[O-:30])[cH:24][cH:25][cH:26][cH:27]2)[c:7]([CH:10]=[C:11]([C:12](=[O:14])[NH2:35])[CH2:15][c:16]2[s:17][cH:18][cH:19][cH:20]2)[cH:8][n:9]1.